Dataset: the Open Reaction Database (ORD), a public repository of structured organic reaction records. Task: describe an organic reaction: reactants, conditions, products, and yield Reactants: N (ammonia), O (water), phenylhydrazone, CC1C(C2=CC=CC=C2C1)=O (2-methyl-1-indanone), N (ammonia). The solvent is C(COCCO)O (diethylene glycol). Reaction conditions: time 8 hour. Yields the product C[C@]12[C@H](NC=3C=CC=CC13)C1=CC=CC=C1C2 (cis-4b,5,9b,10-Tetrahydro-9b-methylindeno [1,2-b]-indole). RXN SMILES: [CH3:1][CH:2]1[CH2:10][C:9]2[C:4](=[CH:5][CH:6]=[CH:7][CH:8]=2)[C:3]1=O.[NH3:12].O>C(O)COCCO>[CH3:1][C@:2]12[CH2:10][C:9]3[C:4](=[CH:5][CH:6]=[CH:7][CH:8]=3)[C@H:3]1[NH:12][C:4]1[CH:5]=[CH:6][CH:7]=[CH:8][C:9]=12. Reported procedure: The phenylhydrazone of 2-methyl-1-indanone (1.44 g, 6.1 mmol) was heated in diethylene glycol (20 cm3) to near its reflux temperature, until ammonia started to evolve from the air condenser. Heating was continued overnight, or until the ammonia ceased to evolve. The solution was cooled, poured into an equal volume of water, and extracted into diethylether. The ethereal solution was back-extracted with 2M hydrochloric acid, which was made basic with sodium hydroxide, and re-extracted with diethyl...